Task: describe an organic reaction: reactants, conditions, products, and yield. Dataset: the Open Reaction Database (ORD), a public repository of structured organic reaction records Reactants: BrCCCC1=C(C=C(C=C1)NC(\C=C\C1=C(C=C(C=C1)C(F)(F)F)Cl)=O)Cl ((E)-N-[4-(3-bromo-propyl)-3-chloro-phenyl]-3-(2-chloro-4-trifluoromethyl-phenyl)-acrylamide). Reaction SMILES: Br[CH2:2][CH2:3][CH2:4][C:5]1[CH:10]=[CH:9][C:8]([NH:11][C:12](=[O:26])/[CH:13]=[CH:14]/[C:15]2[CH:20]=[CH:19][C:18]([C:21]([F:24])([F:23])[F:22])=[CH:17][C:16]=2[Cl:25])=[CH:7][C:6]=1[Cl:27]>C(NCC)C.CCOC(C)=O>[Cl:27][C:6]1[CH:7]=[C:8]([NH:11][C:12](=[O:26])/[CH:13]=[CH:14]/[C:15]2[CH:20]=[CH:19][C:18]([C:21]([F:24])([F:23])[F:22])=[CH:17][C:16]=2[Cl:25])[CH:9]=[CH:10][C:5]=1[CH2:4][CH2:3][CH2:2][N:11]([CH2:12][CH3:13])[CH2:8][CH3:7]. Procedure details: A solution of 0.290 g (0.603 mmol) (E)-N-[4-(3-bromo-propyl)-3-chloro-phenyl]-3-(2-chloro-4-trifluoromethyl-phenyl)-acrylamide (Z45d) in 2 mL diethylamine was heated to 100° C. in a sealed reaction vessel in the microwave for 5 min. The reaction mixture was diluted with EtOAc, the org. phase was washed with water, dried over sodium sulphate and evaporated down i. vac. The residue was triturated with ether, the precipitate was filtered off, washed with ether and dried in a HV. Solvent: C(C)NCC (diethylamine), CCOC(=O)C (EtOAc). Yields the product ClC=1C=C(C=CC1CCCN(CC)CC)NC(\C=C\C1=C(C=C(C=C1)C(F)(F)F)Cl)=O ((E)-N-[3-chloro-4-(3-diethylamino-propyl)-phenyl]-3-(2-chloro-4-trifluoromethyl-phenyl)-acrylamide). Starting materials: C=CCCCC1CCC(c2ccc(C(C)=O)cc2)CC1, CCO, [K+], NN, [OH-], O, OCCOCCO. Yields the product C=CCCCC1CCC(c2ccc(CC)cc2)CC1. Reaction SMILES: [CH2:1]([CH2:2][CH2:3][CH:4]=[CH2:5])[CH:6]1[CH2:7][CH2:8][CH:9]([c:12]2[cH:13][cH:14][c:15]([C:18]([CH3:19])=[O:20])[cH:16][cH:17]2)[CH2:10][CH2:11]1.[CH3:26][CH2:27][OH:28].[K+:25].[NH2:22][NH2:23].[OH-:24].[OH2:21].[OH:29][CH2:30][CH2:31][O:32][CH2:33][CH2:34][OH:35]>>[CH2:1]([CH2:2][CH2:3][CH:4]=[CH2:5])[CH:6]1[CH2:7][CH2:8][CH:9]([c:12]2[cH:13][cH:14][c:15]([CH2:18][CH3:19])[cH:16][cH:17]2)[CH2:10][CH2:11]1. The reactants are C(C)OC(=O)[C@H]1[C@@H](C[C@H](C1)OS(=O)(=O)C)C(=O)N1CC(C1)(F)F ((1R,2R,4R)-2-(3,3-Difluoro-azetidine-1-carbonyl)-4-methanesulfonyloxy-cyclopentanecarboxylic acid ethyl ester), FC1=CC(=C(C=C1)S)Cl (4-fluoro-2-chloro-benzenethiol). Yields the product C(C)OC(=O)[C@H]1[C@@H](C[C@@H](C1)SC1=C(C=C(C=C1)F)Cl)C(=O)N1CC(C1)(F)F ((1R,2R,4S)-4-(2-Chloro-4-fluoro-phenylsulfanyl)-2-(3,3-difluoro-azetidine-1-carbonyl)-cyclopentanecarboxylic acid ethyl ester). RXN SMILES: [CH2:1]([O:3][C:4]([C@@H:6]1[CH2:10][C@H:9](OS(C)(=O)=O)[CH2:8][C@H:7]1[C:16]([N:18]1[CH2:21][C:20]([F:23])([F:22])[CH2:19]1)=[O:17])=[O:5])[CH3:2].[F:24][C:25]1[CH:30]=[CH:29][C:28]([SH:31])=[C:27]([Cl:32])[CH:26]=1>>[CH2:1]([O:3][C:4]([C@@H:6]1[CH2:10][C@@H:9]([S:31][C:28]2[CH:29]=[CH:30][C:25]([F:24])=[CH:26][C:27]=2[Cl:32])[CH2:8][C@H:7]1[C:16]([N:18]1[CH2:19][C:20]([F:22])([F:23])[CH2:21]1)=[O:17])=[O:5])[CH3:2]. Procedure: The title compound was prepared in analogy to Example 68/69, step 8, using (1R,2R,4R)-2-(3,3-Difluoro-azetidine-1-carbonyl)-4-methanesulfonyloxy-cyclopentanecarboxylic acid ethyl ester (Example 117, step 3) and 4-fluoro-2-chloro-benzenethiol. Light yellow solid. MS (EI): 422.7 (M+H)+. Starting materials: BrCCBr, [Li]CCCC, CCc1cc2c(OC)cccn2n1, [Cl-], [NH4+], C1CCOC1. Product: CCc1cc2c(OC)ccc(Br)n2n1. RXN SMILES: [Br:19][CH2:20][CH2:21][Br:22].[CH2:1]([Li:2])[CH2:3][CH2:4][CH3:5].[CH2:6]([CH3:7])[c:8]1[n:9][n:10]2[c:11]([c:12]([O:16][CH3:17])[cH:13][cH:14][cH:15]2)[cH:18]1.[Cl-:23].[NH4+:24].[O:25]1[CH2:26][CH2:27][CH2:28][CH2:29]1>>[CH2:6]([CH3:7])[c:8]1[n:9][n:10]2[c:11]([c:12]([O:16][CH3:17])[cH:13][cH:14][c:15]2[Br:19])[cH:18]1. Reactants: C(=O)C=1N(C=CN1)C (2-formyl-l-methylimidazole), O (water), [Cl-].COC=1C=C2C(=NC(=NC2=CC1OC)C[P+](C1=CC=CC=C1)(C1=CC=CC=C1)C1=CC=CC=C1)C1=CC(=C(C=C1)OC)OC ([6,7-Dimethoxy-4-(3,4-dimethoxyphenyl)quinazolin-2- yl]methyltriphenylphosphonium chloride), [O-]CC.[Na+] (sodium ethoxide). Run in C(C)O (ethanol), C(C)O (ethanol). Reaction conditions: time 3 hour. The product is COC=1C=C2C(=NC(=NC2=CC1OC)\C=C\C=1N(C=CN1)C)C1=CC(=C(C=C1)OC)OC ((E)-6,7-dimethoxy-4-(3,4-dimethoxy- phenyl)-2-[2-(1-methylimidazol-2-yl)vinyl]quinazoline). The yield is 82.6%. RXN SMILES: [Cl-].[CH3:2][O:3][C:4]1[CH:5]=[C:6]2[C:11](=[CH:12][C:13]=1[O:14][CH3:15])[N:10]=[C:9]([CH2:16][P+](C1C=CC=CC=1)(C1C=CC=CC=1)C1C=CC=CC=1)[N:8]=[C:7]2[C:36]1[CH:41]=[CH:40][C:39]([O:42][CH3:43])=[C:38]([O:44][CH3:45])[CH:37]=1.[O-]CC.[Na+].[CH:50]([C:52]1[N:53]([CH3:57])[CH:54]=[CH:55][N:56]=1)=O.O>C(O)C>[CH3:2][O:3][C:4]1[CH:5]=[C:6]2[C:11](=[CH:12][C:13]=1[O:14][CH3:15])[N:10]=[C:9](/[CH:16]=[CH:50]/[C:52]1[N:53]([CH3:57])[CH:54]=[CH:55][N:56]=1)[N:8]=[C:7]2[C:36]1[CH:41]=[CH:40][C:39]([O:42][CH3:43])=[C:38]([O:44][CH3:45])[CH:37]=1 |f:0.1,2.3|. Reported procedure: [6,7-Dimethoxy-4-(3,4-dimethoxyphenyl)quinazolin-2- yl]methyltriphenylphosphonium chloride (9.1 g) was added at room temperature to a solution of sodium ethoxide in ethanol (prepared from Na (0.394 g) and ethanol (100 ml)). Then a solution of 2-formyl-l-methylimidazole (1.7 g) in ethanol (10 ml) was added dropwise. The mixture was stirred at room temperature for 3 hours, poured into water and extracted with chloroform. The chloroform layer was washed with water and dried (MgSO4), and the solvent... Reactants: Cl.Cl.C(C1=CC=CC=C1)OC1=CC=C2C(=C(C=NC2=C1)NC(CC)=O)NCC1CCOCC1 (N-{7-(Benzyloxy)-4-[(tetrahydro-2H-pyran-4-ylmethyl)amino]quinolin-3-yl}propanamide dihydrochloride), C([O-])([O-])=O.[K+].[K+] (Potassium carbonate). The solvent is O (water), O (water), C(C)O (ethanol). Reaction conditions: temperature 60 celsius, time 30 minute. Yields the product C(C1=CC=CC=C1)OC=1C=CC=2C3=C(C=NC2C1)N=C(N3CC3CCOCC3)CC (7-(benzyloxy)-2-ethyl-1-(tetrahydro-2H-pyran-4-ylmethyl)-1H-imidazo[4,5-c]quinoline). Isolated yield 67.3%. As a reaction SMILES: Cl.Cl.[CH2:3]([O:10][C:11]1[CH:20]=[C:19]2[C:14]([C:15]([NH:26][CH2:27][CH:28]3[CH2:33][CH2:32][O:31][CH2:30][CH2:29]3)=[C:16]([NH:21][C:22](=O)[CH2:23][CH3:24])[CH:17]=[N:18]2)=[CH:13][CH:12]=1)[C:4]1[CH:9]=[CH:8][CH:7]=[CH:6][CH:5]=1.C(=O)([O-])[O-].[K+].[K+]>C(O)C.O>[CH2:3]([O:10][C:11]1[CH:12]=[CH:13][C:14]2[C:15]3[N:26]([CH2:27][CH:28]4[CH2:33][CH2:32][O:31][CH2:30][CH2:29]4)[C:22]([CH2:23][CH3:24])=[N:21][C:16]=3[CH:17]=[N:18][C:19]=2[CH:20]=1)[C:4]1[CH:5]=[CH:6][CH:7]=[CH:8][CH:9]=1 |f:0.1.2,3.4.5|. Procedure details: N-{7-(Benzyloxy)-4-[(tetrahydro-2H-pyran-4-ylmethyl)amino]quinolin-3-yl}propanamide dihydrochloride (14.2 g, 31.1 mmol) was slurried in ethanol (150 mL) and diluted with water (50 mL). Potassium carbonate (12.3 g, 89 mmol) in water (15 mL) was added and the reaction was stirred until dissolution (˜30 minutes). The reaction was then heated to 60° C. for 16 hours. The ethanol was evaporated under reduced pressure and the remaining water was extracted with dichloromethane. The organic fraction was ... Reactants: P(=O)(OCC1=CC=CC=C1)(OCC1=CC=CC=C1)[O-] (dibenzyl phosphate), C1(=CC=CC=C1)P(C1=CC=CC=C1)C1=CC=CC=C1 (triphenylphosphine), N(=NC(=O)OC(C)C)C(=O)OC(C)C (diisopropyl azodicarboxylate), OC[C@H]1O[C@H]([C@H]2[C@@H]1OC(O2)(C)C)N2C(C(=NC=C2)C(=O)OC)=O (methyl 4-[(3aR,4R,6R,6aR)-6-(hydroxymethyl)-2,2-dimethyltetrahydrofuro[3,4-d][1,3]dioxol-4-yl]-3-oxo-3,4-dihydro-2-pyrazinecarboxylate). The solvent is N1=CC=CC=C1 (pyridine). Run at time 15 hour. The product is C(C1=CC=CC=C1)OP(=O)(OCC1=CC=CC=C1)OC[C@H]1O[C@H]([C@H]2[C@@H]1OC(O2)(C)C)N2C(C(=NC=C2)C(=O)OC)=O (methyl 4-[(3aR,4R,6R,6aR)-6-({[bis(benzyloxy)phosphoryl]oxy}methyl)-2,2-dimethyltetrahydrofuro[3,4-d][1,3]dioxol-4-yl]-3-oxo-3,4-dihydro-2-pyrazinecarboxylate). Isolated yield 102.9%. As a reaction SMILES: [OH:1][CH2:2][C@@H:3]1[C@H:7]2[O:8][C:9]([CH3:12])([CH3:11])[O:10][C@H:6]2[C@H:5]([N:13]2[CH:18]=[CH:17][N:16]=[C:15]([C:19]([O:21][CH3:22])=[O:20])[C:14]2=[O:23])[O:4]1.[P:24]([O-])([O:34][CH2:35][C:36]1[CH:41]=[CH:40][CH:39]=[CH:38][CH:37]=1)([O:26][CH2:27][C:28]1[CH:33]=[CH:32][CH:31]=[CH:30][CH:29]=1)=[O:25].C1(P(C2C=CC=CC=2)C2C=CC=CC=2)C=CC=CC=1.N(C(OC(C)C)=O)=NC(OC(C)C)=O>N1C=CC=CC=1>[CH2:27]([O:26][P:24]([O:1][CH2:2][C@@H:3]1[C@H:7]2[O:8][C:9]([CH3:12])([CH3:11])[O:10][C@H:6]2[C@H:5]([N:13]2[CH:18]=[CH:17][N:16]=[C:15]([C:19]([O:21][CH3:22])=[O:20])[C:14]2=[O:23])[O:4]1)([O:34][CH2:35][C:36]1[CH:41]=[CH:40][CH:39]=[CH:38][CH:37]=1)=[O:25])[C:28]1[CH:29]=[CH:30][CH:31]=[CH:32][CH:33]=1. Procedure: In 4 mL of pyridine was dissolved 0.22 g of methyl 4-[(3aR,4R,6R,6aR)-6-(hydroxymethyl)-2,2-dimethyltetrahydrofuro[3,4-d][1,3]dioxol-4-yl]-3-oxo-3,4-dihydro-2-pyrazinecarboxylate. Then, 0.17 g of dibenzyl phosphate, 0.40 g of triphenylphosphine and 0.30 mL of diisopropyl azodicarboxylate were successively added and stirred at room temperature for 15 hours, and the solvent was removed under reduced pressure. By purifying the residue by column chromatography [eluent: ethyl acetate], 0.37 g of meth...